Dataset: the Open Reaction Database (ORD), a public repository of structured organic reaction records. Task: describe an organic reaction: reactants, conditions, products, and yield Reactants: CO, COc1ccc2[nH]c3ccc([N+](=O)[O-])cc3c2c1. The product is COc1ccc2[nH]c3ccc(N)cc3c2c1. Reaction SMILES: [CH3:19][OH:20].[CH3:1][O:2][c:3]1[cH:4][cH:5][c:6]2[nH:7][c:8]3[cH:9][cH:10][c:11]([N+:16]([O-:17])=[O:18])[cH:12][c:13]3[c:14]2[cH:15]1>>[CH3:1][O:2][c:3]1[cH:4][cH:5][c:6]2[nH:7][c:8]3[cH:9][cH:10][c:11]([NH2:16])[cH:12][c:13]3[c:14]2[cH:15]1.